From a dataset of the Open Reaction Database (ORD), a public repository of structured organic reaction records. describe an organic reaction: reactants, conditions, products, and yield Reactants: FC(C1=C(CN2N=CC3=CC(=CC=C23)\C=C/2\C(N(C(S2)=O)[C@H]2[C@@H](CNCC2)F)=O)C=CC(=C1)C(F)(F)F)(F)F ((5Z)-5-({1-[2,4-Bis(trifluoromethyl)benzyl]-1H-indazol-5-yl}methylidene)-3-[trans-3-fluoropiperidin-4-yl]-1,3-thiazolidine-2,4-dione), C(C)=O (acetaldehyde). Yields the product FC(C1=C(CN2N=CC3=CC(=CC=C23)\C=C/2\C(N(C(S2)=O)[C@H]2[C@@H](CN(CC2)CC)F)=O)C=CC(=C1)C(F)(F)F)(F)F ((5Z)-5-({1-[2,4-Bis(trifluoromethyl)benzyl]-1H-indazol-5-yl}methylidene)-3-[(trans)-1-ethyl-3-fluoropiperidin-4-yl]-1,3-thiazolidine-2,4-dione). RXN SMILES: [F:1][C:2]([F:39])([F:38])[C:3]1[CH:33]=[C:32]([C:34]([F:37])([F:36])[F:35])[CH:31]=[CH:30][C:4]=1[CH2:5][N:6]1[C:14]2[C:9](=[CH:10][C:11](/[CH:15]=[C:16]3/[C:17](=[O:29])[N:18]([C@@H:22]4[CH2:27][CH2:26][NH:25][CH2:24][C@H:23]4[F:28])[C:19](=[O:21])[S:20]/3)=[CH:12][CH:13]=2)[CH:8]=[N:7]1.[CH:40](=O)[CH3:41]>>[F:39][C:2]([F:38])([F:1])[C:3]1[CH:33]=[C:32]([C:34]([F:35])([F:36])[F:37])[CH:31]=[CH:30][C:4]=1[CH2:5][N:6]1[C:14]2[C:9](=[CH:10][C:11](/[CH:15]=[C:16]3/[C:17](=[O:29])[N:18]([C@@H:22]4[CH2:27][CH2:26][N:25]([CH2:40][CH3:41])[CH2:24][C@H:23]4[F:28])[C:19](=[O:21])[S:20]/3)=[CH:12][CH:13]=2)[CH:8]=[N:7]1. Procedure details: (5Z)-5-({1-[2,4-Bis(trifluoromethyl)benzyl]-1H-indazol-5-yl}methylidene)-3-[(trans)-1-ethyl-3-fluoropiperidin-4-yl]-1,3-thiazolidine-2,4-dione was prepared from (5Z)-5-({1-[2,4-bis(trifluoromethyl)benzyl]-1H-indazol-5-yl}methylidene)-3-[(cis/trans)-3-fluoropiperidin-4-yl]-1,3-thiazolidine-2,4-dione (Example 274) and acetaldehyde (in place of formaldehyde) following General Procedure R2. Starting materials: CCN=C=NCCCN(C)C, COc1ccccc1-c1ccc(C(=O)O)cc1, CCN(C(C)C)C(C)C, Cl, NCC(=O)N1CCN(C(=O)c2ccccc2C(F)(F)F)CC1, CN(C)C=O, O, On1nnc2ccccc21. Product: COc1ccccc1-c1ccc(C(=O)NCC(=O)N2CCN(C(=O)c3ccccc3C(F)(F)F)CC2)cc1. Reaction SMILES: [CH3:43][CH2:44][N:45]=[C:46]=[N:47][CH2:48][CH2:49][CH2:50][N:51]([CH3:52])[CH3:53].[CH3:54][O:55][c:56]1[c:57](-[c:62]2[cH:63][cH:64][c:65]([C:68](=[O:69])[OH:70])[cH:66][cH:67]2)[cH:58][cH:59][cH:60][cH:61]1.[CH:1]([N:2]([CH2:3][CH3:4])[CH:5]([CH3:6])[CH3:7])([CH3:8])[CH3:9].[ClH:10].[NH2:11][CH2:12][C:13](=[O:14])[N:15]1[CH2:16][CH2:17][N:18]([C:21]([c:22]2[c:23]([C:28]([F:29])([F:30])[F:31])[cH:24][cH:25][cH:26][cH:27]2)=[O:32])[CH2:19][CH2:20]1.[O:71]=[CH:72][N:73]([CH3:74])[CH3:75].[OH2:76].[OH:33][n:34]1[c:35]2[c:36]([cH:37][cH:38][cH:39][cH:40]2)[n:41][n:42]1>>[NH:11]([CH2:12][C:13](=[O:14])[N:15]1[CH2:16][CH2:17][N:18]([C:21]([c:22]2[c:23]([C:28]([F:29])([F:30])[F:31])[cH:24][cH:25][cH:26][cH:27]2)=[O:32])[CH2:19][CH2:20]1)[C:68]([c:65]1[cH:64][cH:63][c:62](-[c:57]2[c:56]([O:55][CH3:54])[cH:61][cH:60][cH:59][cH:58]2)[cH:67][cH:66]1)=[O:69]. The reactants are CO, CCOC(=O)C(C)Oc1ccc(Nc2cnc3cc(Cl)ccc3c2)cc1, Cl, [K+], [OH-]. The product is CC(Oc1ccc(Nc2cnc3cc(Cl)ccc3c2)cc1)C(=O)O. Reaction SMILES: [CH3:30][OH:31].[Cl:1][c:2]1[cH:3][cH:4][c:5]2[cH:6][c:7]([NH:12][c:13]3[cH:14][cH:15][c:16]([O:17][CH:18]([C:19](=[O:20])[O:21][CH2:22][CH3:23])[CH3:24])[cH:25][cH:26]3)[cH:8][n:9][c:10]2[cH:11]1.[ClH:29].[K+:28].[OH-:27]>>[Cl:1][c:2]1[cH:3][cH:4][c:5]2[cH:6][c:7]([NH:12][c:13]3[cH:14][cH:15][c:16]([O:17][CH:18]([C:19](=[O:20])[OH:21])[CH3:24])[cH:25][cH:26]3)[cH:8][n:9][c:10]2[cH:11]1. Conditions: time 2 hour. Yields the product CN1CCN(CC1)CCOCC(OC1OCCCC1)C1=CC=CC2=CC=CC=C12 (2-[2-(4-methylpiperazin-1-yl)ethoxy]-1-(1-naphthyl)-1-(tetrahydropyran-2-yloxy)ethane). Reaction SMILES: [C:1]1([CH:11]([O:27][CH:28]2[CH2:33][CH2:32][CH2:31][CH2:30][O:29]2)[CH2:12][O:13][CH2:14][CH2:15]OS(C2C=CC(C)=CC=2)(=O)=O)[C:10]2[C:5](=[CH:6][CH:7]=[CH:8][CH:9]=2)[CH:4]=[CH:3][CH:2]=1.[CH3:34][N:35]1[CH2:40][CH2:39][NH:38][CH2:37][CH2:36]1.C(=O)([O-])[O-].[K+].[K+].CN(C)C=O>C(OCC)C>[CH3:34][N:35]1[CH2:40][CH2:39][N:38]([CH2:15][CH2:14][O:13][CH2:12][CH:11]([C:1]2[C:10]3[C:5](=[CH:6][CH:7]=[CH:8][CH:9]=3)[CH:4]=[CH:3][CH:2]=2)[O:27][CH:28]2[CH2:33][CH2:32][CH2:31][CH2:30][O:29]2)[CH2:37][CH2:36]1 |f:2.3.4|. Procedure: A mixture of 7.5 g of 1-(1-naphthyl)-1-(tetrahydropyran-2-yloxy)-2-[2-(p-toluenesulfonyloxy)ethoxy]ethane, 2.65 ml of N-methylpiperazine, 3.96 g of potassium carbonate and 38 ml of N,N-dimethylformamide was stirred for 2 hours at 90°-100° C. The reaction mixture was cooled and added to a mixture of 100 ml of diethyl ether and 100 ml of ice water. The organic layer was separated. The aqueous layer was extracted twice each with 25 ml of diethyl ether. The extracts were combined with the previously... Starting materials: C1(=CC=CC2=CC=CC=C12)C(COCCOS(=O)(=O)C1=CC=C(C=C1)C)OC1OCCCC1 (1-(1-naphthyl)-1-(tetrahydropyran-2-yloxy)-2-[2-(p-toluenesulfonyloxy)ethoxy]ethane), CN1CCNCC1 (N-methylpiperazine), C([O-])([O-])=O.[K+].[K+] (potassium carbonate), CN(C=O)C (N,N-dimethylformamide), ice water. The solvent is C(C)OCC (diethyl ether). The reactants are aqueous solution, [OH-].[Na+] (sodium hydroxide), O1CCOCC1 (1,4-dioxane), ClC=1C=C2C=C(N(C2=CC1)S(=O)(=O)C1=CC=CC=C1)S(=O)(=O)N1CC(NCC1)CC (1-[(5-chloro-1-phenylsulfonylindol-2-yl)sulfonyl]-3-(ethyl)piperazine), [Cl-].[NH4+] (ammonium chloride). The solvent is C(C)(=O)OCC (ethyl acetate), O (water). Reaction conditions: temperature 80 celsius, time 11.5 hour. The product is ClC=1C=C2C=C(NC2=CC1)S(=O)(=O)N1CC(NCC1)CC (1-[(5-Chloroindol-2-yl)sulfonyl]-3-(ethyl)piperazine). Reaction SMILES: [OH-].[Na+].O1CCOCC1.[Cl:9][C:10]1[CH:11]=[C:12]2[C:16](=[CH:17][CH:18]=1)[N:15](S(C1C=CC=CC=1)(=O)=O)[C:14]([S:28]([N:31]1[CH2:36][CH2:35][NH:34][CH:33]([CH2:37][CH3:38])[CH2:32]1)(=[O:30])=[O:29])=[CH:13]2.[Cl-].[NH4+]>C(OCC)(=O)C.O>[Cl:9][C:10]1[CH:11]=[C:12]2[C:16](=[CH:17][CH:18]=1)[NH:15][C:14]([S:28]([N:31]1[CH2:36][CH2:35][NH:34][CH:33]([CH2:37][CH3:38])[CH2:32]1)(=[O:30])=[O:29])=[CH:13]2 |f:0.1,4.5|. Reported procedure: A 1N aqueous solution (16 ml) of sodium hydroxide was added to a 1,4-dioxane solution (200 ml) of 1-[(5-chloro-1-phenylsulfonylindol-2-yl)sulfonyl]-3-(ethyl)piperazine (3.78 g) and the resulting mixture was stirred at 80° C. for 11.5 hours. A saturated aqueous solution of ammonium chloride was added to the reaction mixture. Distilled water and ethyl acetate were then added and the water layer was extracted three time. The organic layers were combined, dried over anhydrous magnesium sulfate and d... The reactants are Cl.COC=1C=C(C=CC1OC)C1(S(CCCS1(=O)=O)(=O)=O)CCCN(C(CC1=CC=CC=C1)C)C (2-(3,4-Dimethoxyphenyl)-N-methyl-N-(-methylphenethyl)-m-dithiane-2-propylamine-1,1,3,3-tetraoxide hydrochloride), COC=1C=C(CCN(CCCCC2(SCCCS2)C2=C(C=C(C=C2)OC)OC)C)C=CC1OC (N-(3,4-dimethoxyphenethyl)-2-(2,4-dimethoxyphenyl)-N-methyl-m-dithiane-2-butylamine). Run in CC(=O)C.C(C)(=O)OCC (acetone ethyl acetate). Product: COC=1C=C(C=CC1OC)C1(SCCCS1)CCCN(C)CCCC1=CC(=C(C=C1)OC)OC (2-(3,4-dimethoxyphenyl)-N-[3-(3,4-dimethoxyphenyl)-propyl]-N-methyl-m-dithiane-2-propylamine). Reaction SMILES: Cl.[CH3:2][O:3][C:4]1[CH:5]=[C:6]([C:12]2([CH2:22][CH2:23][CH2:24][N:25]([CH3:35])[CH:26](C)[CH2:27]C3C=CC=CC=3)[S:17](=O)(=O)[CH2:16][CH2:15][CH2:14][S:13]2(=O)=O)[CH:7]=[CH:8][C:9]=1[O:10][CH3:11].[CH3:36][O:37][C:38]1[CH:39]=[C:40]([CH:65]=[CH:66][C:67]=1[O:68][CH3:69])[CH2:41]CN(C)CCCCC1(C2C=CC(OC)=CC=2OC)SCCCS1>CC(C)=O.C(OCC)(=O)C>[CH3:2][O:3][C:4]1[CH:5]=[C:6]([C:12]2([CH2:22][CH2:23][CH2:24][N:25]([CH2:26][CH2:27][CH2:41][C:40]3[CH:65]=[CH:66][C:67]([O:68][CH3:69])=[C:38]([O:37][CH3:36])[CH:39]=3)[CH3:35])[S:13][CH2:14][CH2:15][CH2:16][S:17]2)[CH:7]=[CH:8][C:9]=1[O:10][CH3:11] |f:0.1,3.4|. Reported procedure: 2-(3,4-Dimethoxyphenyl)-N-methyl-N-(-methylphenethyl)-m-dithiane-2-propylamine-1,1,3,3-tetraoxide hydrochloride of melting point 185°-187° C. (from acetone/ethyl acetate), starting from 2-(3,4-dimethoxyphenyl)-N-methyl-N-(α-methylphenethyl)-m-dithiane-2-propylamine (prepared as described in Example 6). Reactants: Intermediate 5, ClC1=C(C(=O)OC)C=CC=C1NS(=O)(=O)C1=C(C=CC=C1F)F (methyl 2-chloro-3-(2,6-difluorophenylsulfonamido)benzoate), ClC1=NC=CC(=N1)C (2-chloro-4-methylpyrimidine). The product is ClC1=C(C=CC=C1/C(=C\C1=NC(=NC=C1)Cl)/O)NS(=O)(=O)C1=C(C=CC=C1F)F (N-{2-chloro-3-[(E)-2-(2-chloro-4-pyrimidinyl)-1-hydroxyethenyl]phenyl}-2,6-difluorobenzenesulfonamide). The yield is 73.5%. RXN SMILES: [Cl:1][C:2]1[C:11]([NH:12][S:13]([C:16]2[C:21]([F:22])=[CH:20][CH:19]=[CH:18][C:17]=2[F:23])(=[O:15])=[O:14])=[CH:10][CH:9]=[CH:8][C:3]=1[C:4]([O:6]C)=O.[Cl:24][C:25]1[N:30]=[C:29]([CH3:31])[CH:28]=[CH:27][N:26]=1>>[Cl:1][C:2]1[C:3](/[C:4](/[OH:6])=[CH:31]\[C:29]2[CH:28]=[CH:27][N:26]=[C:25]([Cl:24])[N:30]=2)=[CH:8][CH:9]=[CH:10][C:11]=1[NH:12][S:13]([C:16]1[C:21]([F:22])=[CH:20][CH:19]=[CH:18][C:17]=1[F:23])(=[O:15])=[O:14]. Reported procedure: Following a procedure analogous to Intermediate 5, Step B using methyl 2-chloro-3-(2,6-difluorophenylsulfonamido)benzoate (31 g, 85.9 mmol) and 2-chloro-4-methylpyrimidine (12.2 g, 94.5 mmol) the title compound was obtained (33 g, 73.5% yield). 1H NMR (400 MHz, CDCl3) δ ppm 13.47-13.52 (br, 0.96H), 8.50-8.56 (m, 0.13H), 8.38 (d, J=5.3 Hz, 1H), 7.78-7.82 (m, 0.15H), 7.62-7.73 (m, 2H), 7.40-7.50 (m, 1.18H), 7.17-7.30 (m, 1.77H), 6.90-6.97 (m, 2.29H), 6.83 (d, J=5.3 Hz, 1H), 5.65 (s, 1H), 4.28 (s, ... The reactants are Cc1cccc(C(=N)NOCCO)c1[N+](=O)[O-], O, O=S(Cl)Cl. Yields the product Cc1cccc(C(=N)NOCCCl)c1[N+](=O)[O-]. RXN SMILES: [CH3:1][c:2]1[c:3]([N+:15](=[O:16])[O-:17])[c:4]([C:5](=[NH:6])[NH:7][O:8][CH2:9][CH2:10][OH:11])[cH:12][cH:13][cH:14]1.[OH2:22].[S:18]([Cl:19])([Cl:20])=[O:21]>>[CH3:1][c:2]1[c:3]([N+:15](=[O:16])[O-:17])[c:4]([C:5](=[NH:6])[NH:7][O:8][CH2:9][CH2:10][Cl:20])[cH:12][cH:13][cH:14]1.